Dataset: the Open Reaction Database (ORD), a public repository of structured organic reaction records. Task: describe an organic reaction: reactants, conditions, products, and yield Reported procedure: A mixture of [2-(7-methoxy-5-{[6-(methoxymethyl)pyridin-3-yl]oxy}-1H-indol-2-yl)-4,5-dihydro-1,3-thiazol-5-yl]acetic acid (160 mg), N-ethyl-N′-(3-dimethylaminopropyl)carbodiimide hydrochloride (144 mg), 1-hydroxybenzotriazole monohydrate (115 mg), 25% aqueous ammonium hydroxide solution (1 mL) and N,N-dimethylformamide (8 mL) was stirred at room temperature for 3.5 h. The mixture was concentrated under reduced pressure. The residue was dissolved in water and the mixture was extracted with ethyl ... Yields the product COC=1C=C(C=C2C=C(NC12)C=1SC(CN1)CC(=O)N)OC=1C=NC(=CC1)COC (2-[2-(7-Methoxy-5-{[6-(methoxymethyl)pyridin-3-yl]oxy}-1H-indol-2-yl)-4,5-dihydro-1,3-thiazol-5-yl]acetamide). Reaction conditions: time 3.5 hour. Yield: 42.6%. Run in CN(C=O)C (N,N-dimethylformamide). The reactants are COC=1C=C(C=C2C=C(NC12)C=1SC(CN1)CC(=O)O)OC=1C=NC(=CC1)COC ([2-(7-methoxy-5-{[6-(methoxymethyl)pyridin-3-yl]oxy}-1H-indol-2-yl)-4,5-dihydro-1,3-thiazol-5-yl]acetic acid), Cl.C(C)N=C=NCCCN(C)C (N-ethyl-N′-(3-dimethylaminopropyl)carbodiimide hydrochloride), O.ON1N=NC2=C1C=CC=C2 (1-hydroxybenzotriazole monohydrate), [OH-].[NH4+] (ammonium hydroxide). RXN SMILES: [CH3:1][O:2][C:3]1[CH:4]=[C:5]([O:21][C:22]2[CH:23]=[N:24][C:25]([CH2:28][O:29][CH3:30])=[CH:26][CH:27]=2)[CH:6]=[C:7]2[C:11]=1[NH:10][C:9]([C:12]1[S:13][CH:14]([CH2:17][C:18]([OH:20])=O)[CH2:15][N:16]=1)=[CH:8]2.Cl.C([N:34]=C=NCCCN(C)C)C.O.ON1C2C=CC=CC=2N=N1.[OH-].[NH4+]>CN(C)C=O>[CH3:1][O:2][C:3]1[CH:4]=[C:5]([O:21][C:22]2[CH:23]=[N:24][C:25]([CH2:28][O:29][CH3:30])=[CH:26][CH:27]=2)[CH:6]=[C:7]2[C:11]=1[NH:10][C:9]([C:12]1[S:13][CH:14]([CH2:17][C:18]([NH2:34])=[O:20])[CH2:15][N:16]=1)=[CH:8]2 |f:1.2,3.4,5.6|. The reactants are C(C)C1=C(C(=CC(=C1)C1=NOC(=N1)C1=CC(=NC(=C1)C)N(C)C(C)C)C)O (2-ethyl-4-{5-[2-(isopropyl-methyl-amino)-6-methyl-pyridin-4-yl]-[1,2,4]oxadiazol-3-yl}-6-methyl-phenol), ClC[C@H](CO)O ((S)-3-chloro-1,2-propanediol). The product is C(C)C1=C(OC[C@H](CO)O)C(=CC(=C1)C1=NOC(=N1)C1=CC(=NC(=C1)C)N(C)C(C)C)C ((S)-3-(2-Ethyl-4-{5-[2-(isopropyl-methyl-amino)-6-methyl-pyridin-4-yl]-[1,2,4]oxa-diazol-3-yl}-6-methyl-phenoxy)-propane-1,2-diol). As a reaction SMILES: [CH2:1]([C:3]1[CH:8]=[C:7]([C:9]2[N:13]=[C:12]([C:14]3[CH:19]=[C:18]([CH3:20])[N:17]=[C:16]([N:21]([CH:23]([CH3:25])[CH3:24])[CH3:22])[CH:15]=3)[O:11][N:10]=2)[CH:6]=[C:5]([CH3:26])[C:4]=1[OH:27])[CH3:2].Cl[CH2:29][C@@H:30]([OH:33])[CH2:31][OH:32]>>[CH2:1]([C:3]1[CH:8]=[C:7]([C:9]2[N:13]=[C:12]([C:14]3[CH:19]=[C:18]([CH3:20])[N:17]=[C:16]([N:21]([CH:23]([CH3:24])[CH3:25])[CH3:22])[CH:15]=3)[O:11][N:10]=2)[CH:6]=[C:5]([CH3:26])[C:4]=1[O:27][CH2:29][C@@H:30]([OH:33])[CH2:31][OH:32])[CH3:2]. Procedure details: (S)-3-(2-Ethyl-4-{5-[2-(isopropyl-methyl-amino)-6-methyl-pyridin-4-yl]-[1,2,4]oxa-diazol-3-yl}-6-methyl-phenoxy)-propane-1,2-diol is prepared from 2-ethyl-4-{5-[2-(isopropyl-methyl-amino)-6-methyl-pyridin-4-yl]-[1,2,4]oxadiazol-3-yl}-6-methyl-phenol and (S)-3-chloro-1,2-propanediol in analogy to Example 3; LC-MS: tR=1.07 min; [M+1]+=441.37; 1H NMR (CDCl3): δ 1.24 (d, J=6.5 Hz, 6H), 1.33 (t, J=7.5 Hz, 3H), 2.05 (t, J=5.1 Hz, 1H), 2.41 (s, 3H), 2.51 (s, 3H), 2.73 (d, J=5.5 Hz, 1H), 2.78 (q, J=7.5 ... The reactants are [BH4-], CC(=O)[CH-]C(C)=O, CCO, O=[N+]([O-])c1cccc2c(Cl)nccc12, [Cu+2], [Na+], O. Yields the product Nc1cccc2c(Cl)nccc12. As a reaction SMILES: [BH4-:1].[CH-:22]([C:23](=[O:24])[CH3:25])[C:26](=[O:27])[CH3:28].[CH3:18][CH2:19][OH:20].[Cl:3][c:4]1[n:5][cH:6][cH:7][c:8]2[c:9]([N+:14]([O-:15])=[O:16])[cH:10][cH:11][cH:12][c:13]12.[Cu+2:21].[Na+:2].[OH2:17]>>[Cl:3][c:4]1[n:5][cH:6][cH:7][c:8]2[c:9]([NH2:14])[cH:10][cH:11][cH:12][c:13]12. Starting materials: CC(=O)O, CC(C)OC(=O)N1CCC(Oc2ncnc(Nc3ccc(S(C)(=O)=O)cc3F)c2C(=N)NO)CC1, [Zn]. The product is CC(C)OC(=O)N1CCC(Oc2ncnc(Nc3ccc(S(C)(=O)=O)cc3F)c2C(=N)N)CC1. Reaction SMILES: [CH3:36][C:37](=[O:38])[OH:39].[CH:1]([CH3:2])([CH3:3])[O:4][C:5](=[O:6])[N:7]1[CH2:8][CH2:9][CH:10]([O:13][c:14]2[n:15][cH:16][n:17][c:18]([NH:24][c:25]3[c:26]([F:35])[cH:27][c:28]([S:31](=[O:32])(=[O:33])[CH3:34])[cH:29][cH:30]3)[c:19]2[C:20]([NH:21][OH:22])=[NH:23])[CH2:11][CH2:12]1.[Zn:40]>>[CH:1]([CH3:2])([CH3:3])[O:4][C:5](=[O:6])[N:7]1[CH2:8][CH2:9][CH:10]([O:13][c:14]2[n:15][cH:16][n:17][c:18]([NH:24][c:25]3[c:26]([F:35])[cH:27][c:28]([S:31](=[O:32])(=[O:33])[CH3:34])[cH:29][cH:30]3)[c:19]2[C:20](=[NH:21])[NH2:23])[CH2:11][CH2:12]1.